Dataset: the Open Reaction Database (ORD), a public repository of structured organic reaction records. Task: describe an organic reaction: reactants, conditions, products, and yield The reactants are O=C(CBr)c1ccc2c(c1)COc1cc3c(cc1-2)CCCC3=O, COCC1CC(C(=O)O)N(C(=O)OC(C)(C)C)C1, O=C([O-])[O-], ClCCl, [Cs+], [Cs+]. Yields the product COCC1CC(C(=O)OCC(=O)c2ccc3c(c2)COc2cc4c(cc2-3)CCCC4=O)N(C(=O)OC(C)(C)C)C1. RXN SMILES: [Br:1][CH2:2][C:3](=[O:4])[c:5]1[cH:6][cH:7][c:8]2[c:9]([cH:23]1)[CH2:10][O:11][c:12]1[cH:13][c:14]3[c:15]([cH:16][c:17]1-2)[CH2:18][CH2:19][CH2:20][C:21]3=[O:22].[C:24]([CH3:25])([CH3:26])([CH3:27])[O:28][C:29](=[O:30])[N:31]1[CH:32]([C:39](=[O:40])[OH:41])[CH2:33][CH:34]([CH2:36][O:37][CH3:38])[CH2:35]1.[C:42](=[O:43])([O-:44])[O-:45].[Cl:48][CH2:49][Cl:50].[Cs+:46].[Cs+:47]>>[CH2:2]([C:3](=[O:4])[c:5]1[cH:6][cH:7][c:8]2[c:9]([cH:23]1)[CH2:10][O:11][c:12]1[cH:13][c:14]3[c:15]([cH:16][c:17]1-2)[CH2:18][CH2:19][CH2:20][C:21]3=[O:22])[O:41][C:39]([CH:32]1[N:31]([C:29]([O:28][C:24]([CH3:25])([CH3:26])[CH3:27])=[O:30])[CH2:35][CH:34]([CH2:36][O:37][CH3:38])[CH2:33]1)=[O:40]. The reactants are O=Cc1ccc(Br)o1, C1CCOC1, [Li]CCCC, CCCCCC, C#CCCCCCC, [Cl-], [Cl-], Cl, [Zn+2]. Yields the product CCCCCCC#Cc1ccc(C=O)o1. Reaction SMILES: [Br:20][c:21]1[cH:22][cH:23][c:24]([CH:26]=[O:27])[o:25]1.[CH2:29]1[O:30][CH2:31][CH2:32][CH2:33]1.[CH2:9]([Li:10])[CH2:11][CH2:12][CH3:13].[CH3:14][CH2:15][CH2:16][CH2:17][CH2:18][CH3:19].[CH:1]#[C:2][CH2:3][CH2:4][CH2:5][CH2:6][CH2:7][CH3:8].[Cl-:34].[Cl-:36].[ClH:28].[Zn+2:35]>>[C:1](#[C:2][CH2:3][CH2:4][CH2:5][CH2:6][CH2:7][CH3:8])[c:21]1[cH:22][cH:23][c:24]([CH:26]=[O:27])[o:25]1. Starting materials: C(C)OC(C1=C(N=CC=C1)C1=CC=C(C=C1)C(F)(F)F)=O (2-(4-Trifluoromethyl-phenyl)-nicotinic acid ethyl ester), O.[OH-].[Li+] (lithium hydroxide monohydrate). Run in O1C(CCC1)CO.O (tetrahydrofuran-methanol water). Conditions: time 8 hour. The product is FC(C1=CC=C(C=C1)C1=C(C(=O)O)C=CC=N1)(F)F (2-(4-Trifluoromethyl-phenyl)-nicotinic acid). Isolated yield 101.9%. As a reaction SMILES: C([O:3][C:4](=[O:21])[C:5]1[CH:10]=[CH:9][CH:8]=[N:7][C:6]=1[C:11]1[CH:16]=[CH:15][C:14]([C:17]([F:20])([F:19])[F:18])=[CH:13][CH:12]=1)C.O.[OH-].[Li+]>O1CCCC1CO.O>[F:19][C:17]([F:18])([F:20])[C:14]1[CH:13]=[CH:12][C:11]([C:6]2[N:7]=[CH:8][CH:9]=[CH:10][C:5]=2[C:4]([OH:21])=[O:3])=[CH:16][CH:15]=1 |f:1.2.3,4.5|. Reported procedure: 2-(4-Trifluoromethyl-phenyl)-nicotinic acid ethyl ester (2.33 g, 7.9 mmol) was dissolved in 40 ml of a 3:1:1 mixture of tetrahydrofuran-methanol-water, and lithium hydroxide monohydrate (828 mg, 19.8 mmol) was added. After stirring overnight at room temperature, the volatiles were removed under vacuum and 75 ml of water was added to the mixture, which was brought to pH 2 with 1N HCl. The resulting slurry was extracted with 2×100 ml of ethyl acetate, the combined organic layers were washed with b... Reactants: BrCCO (2-bromoethanol), ClC=1C=C2C=C(NC2=CC1)C(=O)N1CCNCC1 ((5-Chloro-1H-indol-2-yl)-piperazin-1-yl-methanone), C(=O)([O-])[O-].[K+].[K+] (K2CO3). The solvent is CC#N (CH3CN). Conditions: temperature 60 celsius. Yields the product ClC=1C=C2C=C(NC2=CC1)C(=O)N1CCN(CC1)CCO ((5-Chloro-1H-indol-2-yl)-[4-(2-hydroxy-ethyl)-piperazin-1-yl]-methanone). Isolated yield 42.8%. RXN SMILES: [Cl:1][C:2]1[CH:3]=[C:4]2[C:8](=[CH:9][CH:10]=1)[NH:7][C:6]([C:11]([N:13]1[CH2:18][CH2:17][NH:16][CH2:15][CH2:14]1)=[O:12])=[CH:5]2.Br[CH2:20][CH2:21][OH:22].C([O-])([O-])=O.[K+].[K+]>CC#N>[Cl:1][C:2]1[CH:3]=[C:4]2[C:8](=[CH:9][CH:10]=1)[NH:7][C:6]([C:11]([N:13]1[CH2:14][CH2:15][N:16]([CH2:20][CH2:21][OH:22])[CH2:17][CH2:18]1)=[O:12])=[CH:5]2 |f:2.3.4|. Procedure: The product from Step B (1.0 g) was dissolved in CH3CN (10 mL) and treated with 2-bromoethanol (0.5 g) and then K2CO3 (0.8 g). The resulting mixture was heated at 60° C. overnight. The mixture was cooled to ambient temperature, filtered, and concentrated under reduced pressure. The resulting residue was purified via silica gel chromatography (0-10% methanol/dichloromethane) to give the title compound (0.5 g). 1H NMR (400 MHz, CDCl3): δ 10.09 (br s, 1H), 7.61 (d, J=2.0 Hz, 1H), 7.37 (d, J=8.8 Hz,... Reactants: COS(=O)(=O)OC, O=Cc1ccccc1, CC(=O)OCC(=O)CN, [Na+], [OH-], c1ccccc1. The product is CNCC(=O)COC(C)=O. As a reaction SMILES: [CH3:18][O:19][S:20]([O:21][CH3:22])(=[O:23])=[O:24].[CH:10]([c:11]1[cH:12][cH:13][cH:14][cH:15][cH:16]1)=[O:17].[NH2:1][CH2:2][C:3](=[O:4])[CH2:5][O:6][C:7]([CH3:8])=[O:9].[Na+:26].[OH-:25].[cH:27]1[cH:28][cH:29][cH:30][cH:31][cH:32]1>>[NH:1]([CH2:2][C:3](=[O:4])[CH2:5][O:6][C:7]([CH3:8])=[O:9])[CH3:10]. Reactants: C(C)(=O)OCC (Ethyl acetate), FC1=CC=C(C=C1)I (1-Fluoro-4-iodobenzene), C(C)OC(C(F)(F)Br)=O (2-bromo2,2-difluoroacetic acid ethyl ester), Cu. The solvent is CN(C)C=O (DMF). Run at temperature 90 celsius, time 30 minute. The product is C(C)OC(C(C1=CC=C(C=C1)F)(F)F)=O (2,2-difluoro-2-(4-fluorophenyl)acetic acid ethyl ester). Yield: 90.0%. Reaction SMILES: [F:1][C:2]1[CH:7]=[CH:6][C:5](I)=[CH:4][CH:3]=1.[CH2:9]([O:11][C:12](=[O:17])[C:13](Br)([F:15])[F:14])[CH3:10].C(OCC)(=O)C>CN(C=O)C>[CH2:9]([O:11][C:12](=[O:17])[C:13]([F:15])([F:14])[C:5]1[CH:6]=[CH:7][C:2]([F:1])=[CH:3][CH:4]=1)[CH3:10]. Procedure: 1-Fluoro-4-iodobenzene (30 g, 135 mmol) and 2-bromo2,2-difluoroacetic acid ethyl ester (29 g, 142.9 mmol) were dissolved in DMF (100 ml) and Cu (21.5 g, 71.2 mmol) was added. The reaction mixture was heated at 90° C. for 18 h. Ethyl acetate (100 ml) was added and the reaction mixture was quenched with a solution of potassium dihydrogen phosphate (20 g) in water (200 ml). The resultant solution was stirred for 30 min, filtered and was washed with ethyl acetate. The organic layer was separated, wa...